Dataset: the Open Reaction Database (ORD), a public repository of structured organic reaction records. Task: describe an organic reaction: reactants, conditions, products, and yield As a reaction SMILES: [C:1](=[O:2])([O-:3])[O-:4].[CH2:21]([CH:22]=[CH2:23])[Br:24].[CH2:7]([c:8]1[cH:9][cH:10][cH:11][cH:12][cH:13]1)[NH:14][C:15]1([CH3:16])[CH2:17][CH:18]=[CH:19][O:20]1.[CH3:25][CH2:26][OH:27].[K+:5].[K+:6]>>[CH2:7]([c:8]1[cH:9][cH:10][cH:11][cH:12][cH:13]1)[N:14]([C:15]1([CH3:16])[CH2:17][CH:18]=[CH:19][O:20]1)[CH2:23][CH:22]=[CH2:21]. The product is C=CCN(Cc1ccccc1)C1(C)CC=CO1. Reactants: O=C([O-])[O-], C=CCBr, CC1(NCc2ccccc2)CC=CO1, CCO, [K+], [K+]. The reactants are CC(=O)O[BH-](OC(C)=O)OC(C)=O, C=O, CCCCc1nnc(OC2CCNCC2)c(C(F)(F)F)c1-c1ccc(OC2CCCCC2)cc1, ClCCl, Cl, Cl. Yields the product CCCCc1nnc(OC2CCN(C)CC2)c(C(F)(F)F)c1-c1ccc(OC2CCCCC2)cc1. RXN SMILES: [C:39]([O:40][BH-:41]([O:42][C:43](=[O:44])[CH3:45])[O:46][C:47](=[O:48])[CH3:49])(=[O:50])[CH3:51].[CH2:37]=[O:38].[CH2:3]([CH2:4][CH2:5][CH3:6])[c:7]1[n:8][n:9][c:10]([O:30][CH:31]2[CH2:32][CH2:33][NH:34][CH2:35][CH2:36]2)[c:11]([C:26]([F:27])([F:28])[F:29])[c:12]1-[c:13]1[cH:14][cH:15][c:16]([O:19][CH:20]2[CH2:21][CH2:22][CH2:23][CH2:24][CH2:25]2)[cH:17][cH:18]1.[Cl:52][CH2:53][Cl:54].[ClH:1].[ClH:2]>>[CH2:3]([CH2:4][CH2:5][CH3:6])[c:7]1[n:8][n:9][c:10]([O:30][CH:31]2[CH2:32][CH2:33][N:34]([CH3:39])[CH2:35][CH2:36]2)[c:11]([C:26]([F:27])([F:28])[F:29])[c:12]1-[c:13]1[cH:14][cH:15][c:16]([O:19][CH:20]2[CH2:21][CH2:22][CH2:23][CH2:24][CH2:25]2)[cH:17][cH:18]1.